This data is from the Open Reaction Database (ORD), a public repository of structured organic reaction records. The task is: describe an organic reaction: reactants, conditions, products, and yield Reactants: CC1(COB(OC1)C1=CC(=C(C=C1)C1(COC1)O)OC)C (3-[4-(5,5-dimethyl-1,3,2-dioxaborinan-2-yl)-2-methoxyphenyl]oxetan-3-ol), BrC=1C=C2C(=CNC2=CC1F)C=O (5-bromo-6-fluoro-1H-indole-3-carbaldehyde), C([O-])([O-])=O.[K+].[K+] (potassium carbonate). Reagents/catalysts: C1=CC=C(C=C1)P([C-]2C=CC=C2)C3=CC=CC=C3.C1=CC=C(C=C1)P([C-]2C=CC=C2)C3=CC=CC=C3.Cl[Pd]Cl.[Fe+2] (Pd(dppf)Cl2). Solvent: C1(=CC=CC=C1)C.C(C)O (toluene ethanol). Run at temperature 110 celsius. The product is FC1=C(C=C2C(=CNC2=C1)C=O)C1=CC(=C(C=C1)C1(COC1)O)OC (6-fluoro-5-[4-(3-hydroxyoxetan-3-yl)-3-methoxyphenyl]-1H-indole-3-carbaldehyde). The yield is 72.4%. RXN SMILES: CC1(C)COB([C:8]2[CH:13]=[CH:12][C:11]([C:14]3([OH:18])[CH2:17][O:16][CH2:15]3)=[C:10]([O:19][CH3:20])[CH:9]=2)OC1.Br[C:23]1[CH:24]=[C:25]2[C:29](=[CH:30][C:31]=1[F:32])[NH:28][CH:27]=[C:26]2[CH:33]=[O:34].C(=O)([O-])[O-].[K+].[K+]>C1(C)C=CC=CC=1.C(O)C.C1C=CC(P(C2C=CC=CC=2)[C-]2C=CC=C2)=CC=1.C1C=CC(P(C2C=CC=CC=2)[C-]2C=CC=C2)=CC=1.Cl[Pd]Cl.[Fe+2]>[F:32][C:31]1[CH:30]=[C:29]2[C:25]([C:26]([CH:33]=[O:34])=[CH:27][NH:28]2)=[CH:24][C:23]=1[C:8]1[CH:13]=[CH:12][C:11]([C:14]2([OH:18])[CH2:15][O:16][CH2:17]2)=[C:10]([O:19][CH3:20])[CH:9]=1 |f:2.3.4,5.6,7.8.9.10|. Procedure: To a solution of 3-[4-(5,5-dimethyl-1,3,2-dioxaborinan-2-yl)-2-methoxyphenyl]oxetan-3-ol (101 mg, 0.348 mmol) and 5-bromo-6-fluoro-1H-indole-3-carbaldehyde (88.5 mg, 0.365 mmol) in toluene/ethanol (8 mL, 3:1) was added 2N potassium carbonate (145 mg, 1.051 mmol) and Pd(dppf)Cl2 (30 mg, 0.041 mol). The reaction was degassed with N2 for 2 minutes. The reaction was heated to 110° C. for 3 hours. The reaction mixture was concentrated to give a crude residue, which was purified by column chromatograp...